From a dataset of the Open Reaction Database (ORD), a public repository of structured organic reaction records. describe an organic reaction: reactants, conditions, products, and yield Starting materials: CC1=CC(C(C)(C)C)=C(O)C(C(=O)[O-])(C(C)(C)C)C1, CC(=O)c1ccccc1, Cc1ccccc1, [K+], O=C=O. The product is O=C(O)CC(=O)c1ccccc1. Reaction SMILES: [C:1]([C:2]1([C:3]([O-:4])=[O:5])[C:6]([OH:7])=[C:8]([C:9]([CH3:10])([CH3:11])[CH3:12])[CH:13]=[C:14]([CH3:15])[CH2:16]1)([CH3:17])([CH3:18])[CH3:19].[CH3:24][C:25](=[O:26])[c:27]1[cH:28][cH:29][cH:30][cH:31][cH:32]1.[CH3:33][c:34]1[cH:35][cH:36][cH:37][cH:38][cH:39]1.[K+:20].[O:21]=[C:22]=[O:23]>>[O:21]=[C:22]([OH:23])[CH2:24][C:25](=[O:26])[c:27]1[cH:28][cH:29][cH:30][cH:31][cH:32]1. Reactants: CC(=O)O, C1CCOC1, COC(=O)C(C)(C)Cc1[nH]c2ccc(OCc3ccc4ccccc4n3)cc2c1C(=O)CC(C)(C)C, CO, CC(C)O, [Na+], [OH-], O. Yields the product CC(C)(C)CC(=O)c1c(CC(C)(C)C(=O)O)[nH]c2ccc(OCc3ccc4ccccc4n3)cc12. RXN SMILES: [C:39]([OH:40])(=[O:41])[CH3:42].[CH2:49]1[O:50][CH2:51][CH2:52][CH2:53]1.[CH3:1][C:2]([CH2:3][C:4](=[O:5])[c:6]1[c:7]([CH2:27][C:28]([C:29](=[O:30])[O:31][CH3:32])([CH3:33])[CH3:34])[nH:8][c:9]2[cH:10][cH:11][c:12]([O:15][CH2:16][c:17]3[n:18][c:19]4[cH:20][cH:21][cH:22][cH:23][c:24]4[cH:25][cH:26]3)[cH:13][c:14]12)([CH3:35])[CH3:36].[CH3:47][OH:48].[CH:43]([OH:44])([CH3:45])[CH3:46].[Na+:38].[OH-:37].[OH2:54]>>[CH3:1][C:2]([CH2:3][C:4](=[O:5])[c:6]1[c:7]([CH2:27][C:28]([C:29](=[O:30])[OH:31])([CH3:33])[CH3:34])[nH:8][c:9]2[cH:10][cH:11][c:12]([O:15][CH2:16][c:17]3[n:18][c:19]4[cH:20][cH:21][cH:22][cH:23][c:24]4[cH:25][cH:26]3)[cH:13][c:14]12)([CH3:35])[CH3:36]. Reactants: CO, CCOC(=O)C(=NOCCN=[N+]=[N-])c1csc(N)n1, [Na+], [OH-], O. The product is [N-]=[N+]=NCCON=C(C(=O)O)c1csc(N)n1. RXN SMILES: [CH3:21][OH:22].[NH2:1][c:2]1[s:3][cH:4][c:5]([C:7]([C:8](=[O:9])[O:10][CH2:11][CH3:12])=[N:13][O:14][CH2:15][CH2:16][N:17]=[N+:18]=[N-:19])[n:6]1.[Na+:24].[OH-:23].[OH2:20]>>[NH2:1][c:2]1[s:3][cH:4][c:5]([C:7]([C:8](=[O:9])[OH:10])=[N:13][O:14][CH2:15][CH2:16][N:17]=[N+:18]=[N-:19])[n:6]1. The reactants are [OH-].[K+] (potassium hydroxide), C(#N)C1=C(C=NN1C1=CC=C(C=C1)Br)C(=O)OCC (5-cyano-1-(4-bromophenyl)-1H-pyrazole-4-carboxylic acid, ethyl ester). Run in 3A, 3A, C(C)O (ethanol), C(C)O (ethanol). The product is C(#N)C1=C(C=NN1C1=CC=C(C=C1)Br)C(=O)O (5-cyano-1-(4-bromophenyl)-1H-pyrazole-4-carboxylic acid). Yield: 95.2%. RXN SMILES: [OH-].[K+].[C:3]([C:5]1[N:9]([C:10]2[CH:15]=[CH:14][C:13]([Br:16])=[CH:12][CH:11]=2)[N:8]=[CH:7][C:6]=1[C:17]([O:19]CC)=[O:18])#[N:4]>C(O)C>[C:3]([C:5]1[N:9]([C:10]2[CH:11]=[CH:12][C:13]([Br:16])=[CH:14][CH:15]=2)[N:8]=[CH:7][C:6]=1[C:17]([OH:19])=[O:18])#[N:4] |f:0.1|. Procedure: A hot solution of 8.2 g of potassium hydroxide in 155 ml of 3A ethanol was added to a hot solution of 18.7 g of 5-cyano-1-(4-bromophenyl)-1H-pyrazole-4-carboxylic acid, ethyl ester in 315 ml of 3A ethanol. The salt that precipitated out of solution was dissolved in 2 l. of hot water and acidified with hydrochloric acid. The solid was collected by filtration and dried to afford 16.24 g of 5-cyano-1-(4-bromophenyl)-1H-pyrazole-4-carboxylic acid. mp=209°-211° C. The reactants are [BH4-], CC(=O)O, CO, O=Cc1c[nH]cn1, COC(=O)C=Cc1ccccc1N, [Na+]. Product: COC(=O)C=Cc1ccccc1NCc1c[nH]cn1. RXN SMILES: [BH4-:21].[CH3:23][C:24](=[O:25])[OH:26].[CH3:27][OH:28].[CH:14](=[O:15])[c:16]1[n:17][cH:18][nH:19][cH:20]1.[NH2:1][c:2]1[c:3]([CH:8]=[CH:9][C:10](=[O:11])[O:12][CH3:13])[cH:4][cH:5][cH:6][cH:7]1.[Na+:22]>>[NH:1]([c:2]1[c:3]([CH:8]=[CH:9][C:10](=[O:11])[O:12][CH3:13])[cH:4][cH:5][cH:6][cH:7]1)[CH2:14][c:16]1[n:17][cH:18][nH:19][cH:20]1.